From a dataset of the Open Reaction Database (ORD), a public repository of structured organic reaction records. describe an organic reaction: reactants, conditions, products, and yield The reactants are C(C=C)#N (acrylonitrile), C(C(=C)C)#N (methacrylonitrile), C(C=C)(=O)N (acrylamide), C(C(=C)C)(=O)N (methacrylamide), S(O)(O)(=O)=O (sulfuric acid). As a reaction SMILES: [C:1]([NH2:5])(=[O:4])[CH:2]=[CH2:3].[C:6]([NH2:11])(=[O:10])[C:7]([CH3:9])=[CH2:8].C(#N)C=C.C(#N)C(C)=C.[S:21](=[O:25])(=[O:24])([OH:23])[OH:22]>>[S:21]([OH:25])([OH:24])(=[O:23])=[O:22].[C:1]([NH2:5])(=[O:4])[CH:2]=[CH2:3].[S:21]([OH:25])([OH:24])(=[O:23])=[O:22].[C:6]([NH2:11])(=[O:10])[C:7]([CH3:9])=[CH2:8] |f:5.6,7.8|. Yields the product S(=O)(=O)(O)O.C(C=C)(=O)N (acrylamide sulfate), S(=O)(=O)(O)O.C(C(=C)C)(=O)N (methacrylamide sulfate). Procedure details: At present, a process for the production of acrylamide or methacrylamide on an industrial scale comprises first reacting acrylonitrile or methacrylonitrile with sulfuric acid to form acrylamide sulfate or methacrylamide sulfate and successively neutralizing the sulfate to separate acrylamide or methacrylamide. According to this process, however, polymerization tends to take place during the production of acrylamide sulfate or methacrylamide sulfate and separation of acrylamide or methacrylamide ... Reactants: CS(=O)(=O)OCC1N(C(OC1)=O)C1=CC=CC=C1 (3-phenyl-2-oxooxazolidin-4-ylmethyl methanesulfonate), CS(=O)(=O)OCC1N(C(OC1)=O)C1=CC=C(C=C1)Cl (3-(4-chlorophenyl)-2-oxooxazolidin-4-ylmethyl methanesulfonate). The product is C1(=CC=CC=C1)N1C(OCC1COC1=CC=C(C(=O)OC)C=C1)=O (methyl 4-(3-phenyl-2-oxooxazolidin-4-yl)methoxybenzoate), compound 177. Yield: 60.0%. As a reaction SMILES: CS([O:5][CH2:6][CH:7]1[CH2:11][O:10][C:9](=[O:12])[N:8]1[C:13]1[CH:18]=[CH:17][CH:16]=[CH:15][CH:14]=1)(=O)=O.CS(OCC1COC(=O)N1[C:31]1[CH:36]=[CH:35][C:34](Cl)=[CH:33][CH:32]=1)(=O)=O>>[C:13]1([N:8]2[CH:7]([CH2:6][O:5][C:31]3[CH:32]=[CH:33][C:34]([C:9]([O:10][CH3:11])=[O:12])=[CH:35][CH:36]=3)[CH2:11][O:10][C:9]2=[O:12])[CH:18]=[CH:17][CH:16]=[CH:15][CH:14]=1. Procedure details: The same procedure of Example 22 was repeated except that 3-phenyl-2-oxooxazolidin-4-ylmethyl methanesulfonate obtained in Reference Example 20 was used in lieu of 3-(4-chlorophenyl)-2-oxooxazolidin-4-ylmethyl methanesulfonate to give the title compound (compound 177) in a yield of 60%. Starting materials: C(#N)C1=CC=C(C=C1)CN(CC1=CC=CC=C1)C (4-cyano-N-methyl-N-(phenylmethyl)benzenemethanamine), [H-].[Al+3].[Li+].[H-].[H-].[H-] (lithium aluminium hydride), [H-].[Al+3].[Li+].[H-].[H-].[H-] (lithium aluminium hydride). The solvent is O1CCCC1 (tetrahydrofuran), O1CCCC1 (tetrahydrofuran). Product: C1(=CC=CC=C1)CN(C)CC1=CC=C(C=C1)CN (4-[[(Phenylmethyl)methylamino]methyl]benzenemethanamine). Reaction SMILES: [H-].[Al+3].[Li+].[H-].[H-].[H-].[C:7]([C:9]1[CH:14]=[CH:13][C:12]([CH2:15][N:16]([CH3:24])[CH2:17][C:18]2[CH:23]=[CH:22][CH:21]=[CH:20][CH:19]=2)=[CH:11][CH:10]=1)#[N:8]>O1CCCC1>[C:18]1([CH2:17][N:16]([CH2:15][C:12]2[CH:13]=[CH:14][C:9]([CH2:7][NH2:8])=[CH:10][CH:11]=2)[CH3:24])[CH:19]=[CH:20][CH:21]=[CH:22][CH:23]=1 |f:0.1.2.3.4.5|. Reported procedure: To a suspension of 1.9 g (0.05 Mol) of lithium aluminium hydride in 70 ml of anhydrous tetrahydrofuran was added dropwise, at ambient temperature, a solution of 12.1 g (0.051 Mol) of 4-cyano-N-methyl-N-(phenylmethyl)benzenemethanamine in 30 ml of dry tetrahydrofuran and the mixture was then heated to 60° C. for 3 hours and refluxed for 2 hours. A further 0.5 g of lithium aluminium hydride were added and the mixture was refluxed for another 3 hours. After working up in the usual way and purificat... Starting materials: C(F)(F)(F)C(F)(F)C(F)(F)OC(F)C(F)(F)OCC(F)(F)C(=O)O (CF3CF2CF2OCHFCF2OCH2CF2COOH), aqueous solution, [OH-].[Na+] (sodium hydroxide), N (ammonia), Cl (hydrochloric acid). Yields the product C(F)(F)(F)C(F)(F)C(F)(F)OC(F)C(F)(F)OCC(F)(F)C(=O)[O-].[NH4+] (CF3CF2CF2OCHFCF2OCH2CF2COONH4). Reaction SMILES: [OH-].[Na+].Cl.[C:4]([C:8]([C:11]([O:14][CH:15]([C:17]([O:20][CH2:21][C:22]([C:25]([OH:27])=[O:26])([F:24])[F:23])([F:19])[F:18])[F:16])([F:13])[F:12])([F:10])[F:9])([F:7])([F:6])[F:5].[NH3:28]>>[C:4]([C:8]([C:11]([O:14][CH:15]([C:17]([O:20][CH2:21][C:22]([C:25]([O-:27])=[O:26])([F:24])[F:23])([F:19])[F:18])[F:16])([F:13])[F:12])([F:10])[F:9])([F:7])([F:6])[F:5].[NH4+:28] |f:0.1,5.6|. Procedure details: The HOCH2CF2COOEt (30 g) obtained by the method described in Synthesis Example 1, tert-BuOK (1.5 g), tert-BuOH (10 g) and a stirrer bar were placed in a 300-ml four-necked flask equipped with a dropping funnel, cold finger and thermometer. After several repetitions of replacement of the flask inside atmosphere with nitrogen, CF3CF2CF2OCF═CF2 (51.8 g) was added dropwise at 20-25° C. over 5 hours while the flask contents were stirred with the magnetic stirrer. Then, after overnight stirring, the f... Starting materials: CC(=Cc1ccccc1)C(=O)Cl, CC(C)=O, COc1ccc(C)c(N)c1, c1ccncc1. Product: COc1ccc(C)c(NC(=O)C(C)=Cc2ccccc2)c1. As a reaction SMILES: [CH3:17][C:18]([C:19](=[O:20])[Cl:21])=[CH:22][c:23]1[cH:24][cH:25][cH:26][cH:27][cH:28]1.[CH3:29][C:30](=[O:31])[CH3:32].[NH2:1][c:2]1[c:3]([CH3:10])[cH:4][cH:5][c:6]([O:8][CH3:9])[cH:7]1.[cH:11]1[cH:12][cH:13][n:14][cH:15][cH:16]1>>[NH:1]([c:2]1[c:3]([CH3:10])[cH:4][cH:5][c:6]([O:8][CH3:9])[cH:7]1)[C:19]([C:18]([CH3:17])=[CH:22][c:23]1[cH:24][cH:25][cH:26][cH:27][cH:28]1)=[O:20]. Starting materials: O (water), CC1(C2CCC(=O)C1C2)C (nopinone), N1CCCC1 (pyrrolidine), C1(=CC=C(C=C1)S(=O)(=O)O)C (p-toluenesulfonic acid). Solvent: C1=CC=CC=C1 (benzene). Product: CC1(C2CC=C(C1C2)N2CCCC2)C (1-(6,6-dimethylnorpin-2-en-2-yl)-pyrrolidine). Yield: 95.0%. Reaction SMILES: [CH3:1][C:2]1([CH3:10])[CH:8]2[CH2:9][CH:3]1[CH2:4][CH2:5][C:6]2=O.[NH:11]1[CH2:15][CH2:14][CH2:13][CH2:12]1.C1(C)C=CC(S(O)(=O)=O)=CC=1.O>C1C=CC=CC=1>[CH3:1][C:2]1([CH3:10])[CH:8]2[CH2:9][CH:3]1[CH2:4][CH:5]=[C:6]2[N:11]1[CH2:15][CH2:14][CH2:13][CH2:12]1. Procedure: A solution of 30 g of nopinone ([α]D20 =+39.90; c=8 in ethanol), 29 of pyrrolidine and 0.4 g of p-toluenesulfonic acid in 150 ml anhydrous benzene was heated at reflux for 40 h under nitrogen atmosphere in a vessel fitted with a water separator. After evaporation of the solvent and distillation of the residue, there were obtained 39.5 g (95% yield) of 1-(6,6-dimethylnorpin-2-en-2-yl)-pyrrolidine having b.p. 117°-118° C./10 Torr.